Task: describe an organic reaction: reactants, conditions, products, and yield. Dataset: the Open Reaction Database (ORD), a public repository of structured organic reaction records Reactants: CCOC(C)=O, Cc1ccccc1C(=O)Cl, CCCCCC, ClCCl, Nc1ccc(C(=O)N2Cc3ccccc3Cc3ccccc32)cc1. Product: Cc1ccccc1C(=O)Nc1ccc(C(=O)N2Cc3ccccc3Cc3ccccc32)cc1. As a reaction SMILES: [C:35]([O:36][CH2:37][CH3:38])(=[O:39])[CH3:40].[CH3:25][c:26]1[c:27]([C:28](=[O:29])[Cl:30])[cH:31][cH:32][cH:33][cH:34]1.[CH3:41][CH2:42][CH2:43][CH2:44][CH2:45][CH3:46].[Cl:47][CH2:48][Cl:49].[NH2:1][c:2]1[cH:3][cH:4][c:5]([C:6](=[O:7])[N:8]2[c:9]3[c:10]([cH:19][cH:20][cH:21][cH:22]3)[CH2:11][c:12]3[c:13]([cH:15][cH:16][cH:17][cH:18]3)[CH2:14]2)[cH:23][cH:24]1>>[NH:1]([c:2]1[cH:3][cH:4][c:5]([C:6](=[O:7])[N:8]2[c:9]3[c:10]([cH:19][cH:20][cH:21][cH:22]3)[CH2:11][c:12]3[c:13]([cH:15][cH:16][cH:17][cH:18]3)[CH2:14]2)[cH:23][cH:24]1)[C:28]([c:27]1[c:26]([CH3:25])[cH:34][cH:33][cH:32][cH:31]1)=[O:29]. Starting materials: [H-].[Al+3].[Li+].[H-].[H-].[H-] (Lithium aluminium hydride), C1(CCCCCCCCCCCCCCO1)=O (15-pentadecanolide), C(=O)([O-])C(O)C(O)C(=O)[O-].[Na+].[K+] (Potassium sodium tartrate). Solvent: C1CCOC1 (THF), C1CCOC1 (THF). Conditions: time 1 hour. Product: C(CCCCCCCCCCCCCCO)O (Pentadecane-1,15-diol). Reaction SMILES: [H-].[Al+3].[Li+].[H-].[H-].[H-].[C:7]1(=[O:23])[O:22][CH2:21][CH2:20][CH2:19][CH2:18][CH2:17][CH2:16][CH2:15][CH2:14][CH2:13][CH2:12][CH2:11][CH2:10][CH2:9][CH2:8]1.C(C(C(C([O-])=O)O)O)([O-])=O.[Na+].[K+]>C1COCC1>[CH2:21]([OH:22])[CH2:20][CH2:19][CH2:18][CH2:17][CH2:16][CH2:15][CH2:14][CH2:13][CH2:12][CH2:11][CH2:10][CH2:9][CH2:8][CH2:7][OH:23] |f:0.1.2.3.4.5,7.8.9|. Procedure details: Lithium aluminium hydride (1.52 g, 40.0 mmol, 2.0 eq.) was suspended in dry THF (80 mL) under an argon atmosphere. A solution of 15-pentadecanolide (4.80 g, 20.0 mmol) in dry THF (200 mL) was added at 0° C. Stirring was continued at this temperature for 1 h and for 3 more hours at r.t. Potassium sodium tartrate solution (20%, 50 mL) was added dropwise to the stirred reaction mixture. The phases were separated and the aqueous phase was extracted with diethyl ether (3×100 ml). The combined organic... Reaction SMILES: [Br:1][CH:2]1[CH:3]([OH:33])[CH2:4][CH:5]2[CH2:6][CH2:7][CH:8]3[CH:9]4[CH2:10][CH2:11][CH:12]([C:13]([CH3:14])=[O:15])[C:16]4([CH3:32])[CH2:17][CH:18]([O:23][C:24]([CH2:25][N:26]([CH2:27][CH3:28])[CH2:29][CH3:30])=[O:31])[CH:19]3[C:20]2([CH3:22])[CH2:21]1.[CH3:58][OH:59].[O:34]1[CH:35]=[CH:36][CH2:37][CH2:38][CH2:39]1.[OH2:40].[c:41]1([CH3:42])[cH:43][cH:44][c:45]([S:46]([OH:47])(=[O:48])=[O:49])[cH:50][cH:51]1.[cH:52]1[cH:53][cH:54][cH:55][cH:56][cH:57]1>>[CH:2]1=[CH:21][C:20]2([CH3:22])[CH:5]([CH2:4][CH:3]1[OH:33])[CH2:6][CH2:7][CH:8]1[CH:9]3[CH2:10][CH2:11][CH:12]([C:13]([CH3:14])=[O:15])[C:16]3([CH3:32])[CH2:17][CH:18]([O:23][C:24]([CH2:25][N:26]([CH2:27][CH3:28])[CH2:29][CH3:30])=[O:31])[CH:19]12. The product is CCN(CC)CC(=O)OC1CC2(C)C(C(C)=O)CCC2C2CCC3CC(O)C=CC3(C)C12. Reactants: CCN(CC)CC(=O)OC1CC2(C)C(C(C)=O)CCC2C2CCC3CC(O)C(Br)CC3(C)C12, CO, C1=COCCC1, O, Cc1ccc(S(=O)(=O)O)cc1, c1ccccc1. The reactants are C(O)([O-])=O.[Na+] (sodium hydrogencarbonate), C(C)OC=1C=C(C=CC1OC)[C@@H]1[C@@H](CCCC1)NC(C1=CC=C(C=C1)C#N)=O ((+/−)-cis-N-[2-(3-ethoxy-4-methoxyphenyl)-cyclohexyl]-4-cyanobenzamide), C(C)OC=1C=C(C=CC1OC)[C@@H]1[C@@H](CCCC1)NC(C1=CC=C(C=C1)C#N)=O ((+/−)-cis-N-[2-(3-ethoxy-4-methoxyphenyl)-cyclohexyl]-4-cyanobenzamide), P(=O)(Cl)(Cl)Cl (phosphorus oxychloride). The solvent is C(C)#N (acetonitrile). The product is C(C)OC1=C(C=C2C(=N[C@H]3CCCC[C@H]3C2=C1)C1=CC=C(C=C1)C#N)OC ((+/−)-cis-9-Ethoxy-8-methoxy-6-[4-cyanophenyl]-1,2,3,4,4a,10b-hexahydrophenanthridine). Yield: 88.5%. RXN SMILES: [CH2:1]([O:3][C:4]1[CH:5]=[C:6]([C@H:12]2[CH2:17][CH2:16][CH2:15][CH2:14][C@H:13]2[NH:18][C:19](=O)[C:20]2[CH:25]=[CH:24][C:23]([C:26]#[N:27])=[CH:22][CH:21]=2)[CH:7]=[CH:8][C:9]=1[O:10][CH3:11])[CH3:2].P(Cl)(Cl)(Cl)=O.C(=O)([O-])O.[Na+]>C(#N)C>[CH2:1]([O:3][C:4]1[CH:5]=[C:6]2[C:7]([C:19]([C:20]3[CH:25]=[CH:24][C:23]([C:26]#[N:27])=[CH:22][CH:21]=3)=[N:18][C@@H:13]3[C@H:12]2[CH2:17][CH2:16][CH2:15][CH2:14]3)=[CH:8][C:9]=1[O:10][CH3:11])[CH3:2] |f:2.3|. Procedure: 5.1 g of (+/−)-cis-N-[2-(3-ethoxy-4-methoxyphenyl)-cyclohexyl]-4-cyanobenzamide (compound A5) are dissolved in 100 ml of acetonitrile and 3 ml of phosphorus oxychloride and the solution is stirred at 50° C. for 8 h. The reaction mixture is added to 100 ml of saturated sodium hydrogencarbonate solution and extracted with ethyl acetate. The organic phase is washed with sodium hydrogencarbonate solution and water, dried using sodium sulfate and concentrated. 4.3 g of the title compound are obtained... Starting materials: CI (methyl iodide), [H-].[Na+] (sodium hydride), COC(=O)C1CCC(C2=CC=CC=C12)(C)C (1,1-dimethyl-tetralin-4-carboxylic acid methyl ester), CO (methanol). Solvent: O1CCCC1 (tetrahydrofuran), O (water), O1CCCC1 (tetrahydrofuran). Yields the product COC(=O)C1(CCC(C2=CC=CC=C12)(C)C)C (1,1,4-trimethyl-tetralin-4-carboxylic acid methyl ester). As a reaction SMILES: [H-].[Na+].[CH3:3][O:4][C:5]([CH:7]1[C:16]2[C:11](=[CH:12][CH:13]=[CH:14][CH:15]=2)[C:10]([CH3:18])([CH3:17])[CH2:9][CH2:8]1)=[O:6].[CH3:19]I.CO>O1CCCC1.O>[CH3:3][O:4][C:5]([C:7]1([CH3:19])[C:16]2[C:11](=[CH:12][CH:13]=[CH:14][CH:15]=2)[C:10]([CH3:18])([CH3:17])[CH2:9][CH2:8]1)=[O:6] |f:0.1|. Procedure: 5.7 g of sodium hydride are placed in 80 ml of absolute tetrahydrofuran in a 500 ml flask provided with a thermometer, stirrer, reflux condenser and dropping funnel and 43.6 g of 1,1-dimethyl-tetralin-4-carboxylic acid methyl ester are added dropwise thereto. The mixture is then heated at reflux temperature for 1 hour. After cooling, 34 g of methyl iodide in 80 ml of absolute tetrahydrofuran are added dropwise and the mixture is held at reflux temperature for a further 1 hour. After cooling, a s...